This data is from the Open Reaction Database (ORD), a public repository of structured organic reaction records. The task is: describe an organic reaction: reactants, conditions, products, and yield Reactants: ClC=1C=2C=3C[C@H](CCC3SC2N=CN1)CCO (2-[(12S)-3-chloro-8-thia-4,6-diazatricyclo[7.4.0.0[2,7]]trideca-1(9),2(7),3,5-tetraen-12-yl]ethan-1-ol), CC(C)(C)[Si](C)(C)Cl (TBSCl), N1C=NC=C1 (imidazole). Run in CN(C)C=O (DMF). Run at time 1 hour. Yields the product [Si](C)(C)(C(C)(C)C)OCC[C@H]1CCC=2SC=3N=CN=C(C3C2C1)Cl ((12S)-12-[2-[(tert-butyldimethylsilyl)oxy]ethyl]-3-chloro-8-thia-4,6-diazatricyclo[7.4.0.0[2,7]]trideca-1(9),2(7),3,5-tetraene). The yield is 97.9%. Reaction SMILES: [Cl:1][C:2]1[C:3]2[C:4]3[CH2:5][C@@H:6]([CH2:15][CH2:16][OH:17])[CH2:7][CH2:8][C:9]=3[S:10][C:11]=2[N:12]=[CH:13][N:14]=1.[CH3:18][C:19]([Si:22](Cl)([CH3:24])[CH3:23])([CH3:21])[CH3:20].N1C=CN=C1>CN(C=O)C>[Si:22]([O:17][CH2:16][CH2:15][C@@H:6]1[CH2:5][C:4]2[C:3]3[C:2]([Cl:1])=[N:14][CH:13]=[N:12][C:11]=3[S:10][C:9]=2[CH2:8][CH2:7]1)([C:19]([CH3:21])([CH3:20])[CH3:18])([CH3:24])[CH3:23]. Reported procedure: To a solution of 2-[(12S)-3-chloro-8-thia-4,6-diazatricyclo[7.4.0.0[2,7]]trideca-1(9),2(7),3,5-tetraen-12-yl]ethan-1-ol (300 mg, 1.12 mmol, 1.00 equiv) in 5 mL of distilled DMF was added TBSCl (252 mg, 1.50 equiv) and imidazole (137 mg, 2.01 mmol, 1.80 equiv) at room temperature under nitrogen. The resulting solution was stirred for 1 h at ambient temperature and then quenched with water, extracted with 3×50 mL of ethyl acetate. The combined organic layers were washed with brine, dried over anhy... Starting materials: ClCC#CCN1[C@H]([C@H](CCC1)OCC1=CC(=CC(=C1)C(F)(F)F)C1=CN=NN1C)C1=CC=CC=C1 ([2S,3S]-1-(4-chlorobut-2-yn-1-yl)-2-phenyl-3-[3-(1-methyl-1H-[1,2,3]triazol-5-yl)-5-(trifluoromethyl)phenylmethoxy]piperidine), [N-]=[N+]=[N-].[Na+] (sodium azide), [Cl-].[NH4+] (ammonium chloride), C(C)(=O)OCC (ethyl acetate). Run in CS(=O)C (dimethyl sulphoxide). Product: N(=[N+]=[N-])CC#CCN1[C@H]([C@H](CCC1)OCC1=CC(=CC(=C1)C(F)(F)F)C1=CN=NN1C)C1=CC=CC=C1 ([2S,3S]-1-(4-azidobut-2-yn-1-yl)-2-phenyl-3-[3-(1-methyl-1H-[1,2,3]triazol5-yl)-5-(trifluoromethyl)phenylmethoxy]piperidine). The yield is 83.4%. RXN SMILES: Cl[CH2:2][C:3]#[C:4][CH2:5][N:6]1[CH2:11][CH2:10][CH2:9][C@H:8]([O:12][CH2:13][C:14]2[CH:19]=[C:18]([C:20]([F:23])([F:22])[F:21])[CH:17]=[C:16]([C:24]3[N:28]([CH3:29])[N:27]=[N:26][CH:25]=3)[CH:15]=2)[C@@H:7]1[C:30]1[CH:35]=[CH:34][CH:33]=[CH:32][CH:31]=1.[N-:36]=[N+:37]=[N-:38].[Na+].[Cl-].[NH4+].C(OCC)(=O)C>CS(C)=O>[N:36]([CH2:2][C:3]#[C:4][CH2:5][N:6]1[CH2:11][CH2:10][CH2:9][C@H:8]([O:12][CH2:13][C:14]2[CH:19]=[C:18]([C:20]([F:23])([F:22])[F:21])[CH:17]=[C:16]([C:24]3[N:28]([CH3:29])[N:27]=[N:26][CH:25]=3)[CH:15]=2)[C@@H:7]1[C:30]1[CH:35]=[CH:34][CH:33]=[CH:32][CH:31]=1)=[N+:37]=[N-:38] |f:1.2,3.4|. Reported procedure: To a solution of [2S,3S]-1-(4-chlorobut-2-yn-1-yl)-2-phenyl-3-[3-(1-methyl-1H-[1,2,3]triazol-5-yl)-5-(trifluoromethyl)phenylmethoxy]piperidine (142 mg) in dimethyl sulphoxide (3.0 ml) was added sodium azide (20.1 mg). The solution was stirred for 3 hours at room temperature at which time aqueous ammonium chloride and ethyl acetate were added. The organic phase was separated, washed with water (20 ml), saturated brine (20 ml) dried over MgSO4, filtered and the solvent removed under reduced pressu... Starting materials: C1CCOC1, CCN(C(C)C)C(C)C, CC(C)Nc1nc(Cl)c(-c2ccccc2)n(CC(=O)O)c1=O, Nc1cnc2c(c1)CC1(C2)C(=O)Nc2ncccc21. The product is CC(C)Nc1nc(Cl)c(-c2ccccc2)n(CC(=O)Nc2cnc3c(c2)CC2(C3)C(=O)Nc3ncccc32)c1=O. Reaction SMILES: [CH2:51]1[O:52][CH2:53][CH2:54][CH2:55]1.[CH:42]([N:43]([CH2:44][CH3:45])[CH:46]([CH3:47])[CH3:48])([CH3:49])[CH3:50].[Cl:1][c:2]1[n:3][c:4]([NH:19][CH:20]([CH3:21])[CH3:22])[c:5](=[O:18])[n:6]([CH2:14][C:15](=[O:16])[OH:17])[c:7]1-[c:8]1[cH:9][cH:10][cH:11][cH:12][cH:13]1.[NH2:23][c:24]1[cH:25][c:26]2[c:27]([n:28][cH:29]1)[CH2:30][C:31]1([CH2:32]2)[C:33](=[O:41])[NH:34][c:35]2[n:36][cH:37][cH:38][cH:39][c:40]21>>[Cl:1][c:2]1[n:3][c:4]([NH:19][CH:20]([CH3:21])[CH3:22])[c:5](=[O:18])[n:6]([CH2:14][C:15](=[O:16])[NH:23][c:24]2[cH:25][c:26]3[c:27]([n:28][cH:29]2)[CH2:30][C:31]2([CH2:32]3)[C:33](=[O:41])[NH:34][c:35]3[n:36][cH:37][cH:38][cH:39][c:40]32)[c:7]1-[c:8]1[cH:9][cH:10][cH:11][cH:12][cH:13]1. Yields the product O=C(NCC(=O)N1CCC(Oc2cccc(C(F)(F)F)c2)CC1)c1cc(-c2cccc(O)c2)on1. Starting materials: CC(=O)c1ccccc1OCc1ccccc1, CCN=C=NCCCN(C)C, CCN(C(C)C)C(C)C, Cl, Cl, NCC(=O)N1CCC(Oc2cccc(C(F)(F)F)c2)CC1, CN(C)C=O, O, O=C(O)c1cc(-c2cccc(O)c2)on1, On1nnc2ccccc21. Reaction SMILES: [CH2:25]([O:26][c:27]1[cH:28][cH:29][cH:30][cH:31][c:32]1[C:33](=[O:34])[CH3:35])[c:36]1[cH:37][cH:38][cH:39][cH:40][cH:41]1.[CH3:52][CH2:53][N:54]=[C:55]=[N:56][CH2:57][CH2:58][CH2:59][N:60]([CH3:61])[CH3:62].[CH:1]([N:2]([CH2:3][CH3:4])[CH:5]([CH3:6])[CH3:7])([CH3:8])[CH3:9].[ClH:63].[ClH:64].[NH2:65][CH2:66][C:67](=[O:68])[N:69]1[CH2:70][CH2:71][CH:72]([O:75][c:76]2[cH:77][c:78]([C:82]([F:83])([F:84])[F:85])[cH:79][cH:80][cH:81]2)[CH2:73][CH2:74]1.[O:86]=[CH:87][N:88]([CH3:89])[CH3:90].[OH2:91].[OH:10][c:11]1[cH:12][c:13](-[c:17]2[cH:18][c:19]([C:22](=[O:23])[OH:24])[n:20][o:21]2)[cH:14][cH:15][cH:16]1.[OH:42][n:43]1[c:44]2[c:45]([cH:46][cH:47][cH:48][cH:49]2)[n:50][n:51]1>>[OH:10][c:11]1[cH:12][c:13](-[c:17]2[cH:18][c:19]([C:22](=[O:24])[NH:65][CH2:66][C:67](=[O:68])[N:69]3[CH2:70][CH2:71][CH:72]([O:75][c:76]4[cH:77][c:78]([C:82]([F:83])([F:84])[F:85])[cH:79][cH:80][cH:81]4)[CH2:73][CH2:74]3)[n:20][o:21]2)[cH:14][cH:15][cH:16]1. The reactants are O=C(Cl)C(=O)Cl, O=C(O)c1cncc(Cl)n1, ClCCl, CN(C)C=O. The product is O=C(Cl)c1cncc(Cl)n1. As a reaction SMILES: [Cl:11][C:12]([C:13]([Cl:14])=[O:15])=[O:16].[Cl:1][c:2]1[cH:3][n:4][cH:5][c:6]([C:8](=[O:9])[OH:10])[n:7]1.[Cl:22][CH2:23][Cl:24].[O:17]=[CH:18][N:19]([CH3:20])[CH3:21]>>[Cl:1][c:2]1[cH:3][n:4][cH:5][c:6]([C:8](=[O:10])[Cl:11])[n:7]1. Reactants: CC1=NOC(=C1C(=O)Cl)C (3,5-Dimethyl-4-isoxazolecarbonyl chloride), NC1=C(C=C(C=C1)C1=NN(C2=NC=NC(=C21)N)[C@@H]2CC[C@@H](CC2)N2CCN(CC2)C)OC (cis-3-(4-amino-3-methoxyphenyl)-1-[4-(4-methylpiperazino)cyclohexyl]-1H-pyrazolo[3,4-d]pyrimidin-4-amine). Run in N1=CC=CC=C1 (pyridine). Run at time 5 hour. Yields the product NC1=C2C(=NC=N1)N(N=C2C2=CC(=C(C=C2)NC(=O)C=2C(=NOC2C)C)OC)[C@@H]2CC[C@@H](CC2)N2CCN(CC2)C (cis-N4-(4-{4-amino-1-[4-(4-methylpiperazino)cyclohexyl]-1H-pyrazolo[3,4-d]pyrimidin-3-yl}-2-methoxyphenyl)-3,5-dimethyl-4-isoxazolecarboxamide). The yield is 88.0%. As a reaction SMILES: [CH3:1][C:2]1[C:6]([C:7](Cl)=[O:8])=[C:5]([CH3:10])[O:4][N:3]=1.[NH2:11][C:12]1[CH:17]=[CH:16][C:15]([C:18]2[C:26]3[C:21](=[N:22][CH:23]=[N:24][C:25]=3[NH2:27])[N:20]([C@H:28]3[CH2:33][CH2:32][C@@H:31]([N:34]4[CH2:39][CH2:38][N:37]([CH3:40])[CH2:36][CH2:35]4)[CH2:30][CH2:29]3)[N:19]=2)=[CH:14][C:13]=1[O:41][CH3:42]>N1C=CC=CC=1>[NH2:27][C:25]1[N:24]=[CH:23][N:22]=[C:21]2[N:20]([C@H:28]3[CH2:33][CH2:32][C@@H:31]([N:34]4[CH2:35][CH2:36][N:37]([CH3:40])[CH2:38][CH2:39]4)[CH2:30][CH2:29]3)[N:19]=[C:18]([C:15]3[CH:16]=[CH:17][C:12]([NH:11][C:7]([C:6]4[C:2]([CH3:1])=[N:3][O:4][C:5]=4[CH3:10])=[O:8])=[C:13]([O:41][CH3:42])[CH:14]=3)[C:26]=12. Reported procedure: 3,5-Dimethyl-4-isoxazolecarbonyl chloride (22 mg, 0.137 mmol) was added to a solution of cis-3-(4-amino-3-methoxyphenyl)-1-[4-(4-methylpiperazino)cyclohexyl]-1H-pyrazolo[3,4-d]pyrimidin-4-amine (30 mg, 0.067 mmol) in pyridine (0.5 mL). After 5 hours, the solvent was evaporated and the residue was re-crystallized from DMSO to give cis-N4-(4-{4-amino-1-[4-(4-methylpiperazino)cyclohexyl]-1H-pyrazolo[3,4-d]pyrimidin-3-yl}-2-methoxyphenyl)-3,5-dimethyl-4-isoxazolecarboxamide (33 mg, 87%). 1H NMR (DMS...